Dataset: the Open Reaction Database (ORD), a public repository of structured organic reaction records. Task: describe an organic reaction: reactants, conditions, products, and yield The reactants are COC(=O)c1cnc(N2CCN(c3nnc(Cc4ccccc4)c(C)c3C)CC2C)nc1C(F)(F)F, C1CCOC1, CCOC(C)=O, [Li+], [OH-]. Product: Cc1c(Cc2ccccc2)nnc(N2CCN(c3ncc(C(=O)O)c(C(F)(F)F)n3)C(C)C2)c1C. RXN SMILES: [CH2:1]([c:2]1[cH:3][cH:4][cH:5][cH:6][cH:7]1)[c:8]1[c:9]([CH3:36])[c:10]([CH3:35])[c:11]([N:14]2[CH2:15][CH:16]([CH3:34])[N:17]([c:20]3[n:21][cH:22][c:23]([C:30](=[O:31])[O:32][CH3:33])[c:24]([C:26]([F:27])([F:28])[F:29])[n:25]3)[CH2:18][CH2:19]2)[n:12][n:13]1.[CH2:39]1[O:40][CH2:41][CH2:42][CH2:43]1.[CH3:44][CH2:45][O:46][C:47]([CH3:48])=[O:49].[Li+:38].[OH-:37]>>[CH2:1]([c:2]1[cH:3][cH:4][cH:5][cH:6][cH:7]1)[c:8]1[c:9]([CH3:36])[c:10]([CH3:35])[c:11]([N:14]2[CH2:15][CH:16]([CH3:34])[N:17]([c:20]3[n:21][cH:22][c:23]([C:30](=[O:31])[OH:32])[c:24]([C:26]([F:27])([F:28])[F:29])[n:25]3)[CH2:18][CH2:19]2)[n:12][n:13]1. Reactants: C(C)(=O)OCCCN1C(C2=CC=C(C=C2C(=C1)C=O)C1=C(C(=CC(=C1)C(NC1CC1)=O)F)C)=O (3-(6-(5-(Cyclopropylcarbamoyl)-3-fluoro-2-methylphenyl)-4-formyl-1-oxoisoquinolin-2(1H)-yl)propyl acetate), CO (methanol), C([O-])([O-])=O.[K+].[K+] (potassium carbonate). The solvent is O (water). Reaction conditions: time 30 minute. Yields the product C1(CC1)NC(C1=CC(=C(C(=C1)C=1C=C2C(=CN(C(C2=CC1)=O)CCCO)C=O)C)F)=O (N-Cyclopropyl-3-fluoro-5-[4-formyl-2-(3-hydroxypropyl)-1-oxo-1,2-dihydroisoquinolin-6-yl]-4-methylbenzamide). Yield: 98.2%. Reaction SMILES: C([O:4][CH2:5][CH2:6][CH2:7][N:8]1[CH:17]=[C:16]([CH:18]=[O:19])[C:15]2[C:10](=[CH:11][CH:12]=[C:13]([C:20]3[CH:25]=[C:24]([C:26](=[O:31])[NH:27][CH:28]4[CH2:30][CH2:29]4)[CH:23]=[C:22]([F:32])[C:21]=3[CH3:33])[CH:14]=2)[C:9]1=[O:34])(=O)C.CO.C(=O)([O-])[O-].[K+].[K+]>O>[CH:28]1([NH:27][C:26](=[O:31])[C:24]2[CH:25]=[C:20]([C:13]3[CH:14]=[C:15]4[C:10](=[CH:11][CH:12]=3)[C:9](=[O:34])[N:8]([CH2:7][CH2:6][CH2:5][OH:4])[CH:17]=[C:16]4[CH:18]=[O:19])[C:21]([CH3:33])=[C:22]([F:32])[CH:23]=2)[CH2:30][CH2:29]1 |f:2.3.4|. Reported procedure: 3-(6-(5-(Cyclopropylcarbamoyl)-3-fluoro-2-methylphenyl)-4-formyl-1-oxoisoquinolin-2(1H)-yl)propyl acetate (Example 10d, 0.75 g) was treated with methanol (15 mL) and potassium carbonate (0.25 g) and the resulting mixture was stirred at room temperature for 30 min, diluted with water and extracted with ethyl acetate. The organic layer was dried (MgSO4), filtered and evaporated to afford the subtitle compound (0.67 g). The reactants are ClC1=C(C=C(C=C1)/C=C/C(=O)NC1=CC(=C(C=C1)C(F)(F)F)Cl)OC ((2E)-3-(4-chloro-3-methoxyphenyl)-N-[3-chloro-4-(trifluoromethyl)phenyl]acrylamide). The reagents and catalysts are [Pd] (Pd/C). Run in CO (MeOH). Run at time 3 hour. The product is ClC1=C(C=C(C=C1)CCC(=O)NC1=CC(=C(C=C1)C(F)(F)F)Cl)OC (3-(4-chloro-3-methoxyphenyl)-N-[3-chloro-4-(trifluoromethyl)phenyl]propanamide). The yield is 77.3%. As a reaction SMILES: [Cl:1][C:2]1[CH:7]=[CH:6][C:5](/[CH:8]=[CH:9]/[C:10]([NH:12][C:13]2[CH:18]=[CH:17][C:16]([C:19]([F:22])([F:21])[F:20])=[C:15]([Cl:23])[CH:14]=2)=[O:11])=[CH:4][C:3]=1[O:24][CH3:25]>CO.[Pd]>[Cl:1][C:2]1[CH:7]=[CH:6][C:5]([CH2:8][CH2:9][C:10]([NH:12][C:13]2[CH:18]=[CH:17][C:16]([C:19]([F:22])([F:21])[F:20])=[C:15]([Cl:23])[CH:14]=2)=[O:11])=[CH:4][C:3]=1[O:24][CH3:25]. Procedure details: The alkene from Step 2 (0.755 g, 1.80 mmol) was suspended in MeOH. To this suspension was added Pd/C (10 wt %). The reaction was placed under an atmosphere of hydrogen gas and allowed to stir at rt for 3 h. The mixture was filtered through Celite and concentrated. The residue was purified by column chromatography to give the desired product (0.546 g, 72%). LCMS: (FA) ES+ 392.0 (M+1), ES− 390.0 (M−1). Starting materials: OCc1cnn(Cc2ccccc2)c1-c1ccccc1, Cc1ccccc1, O=S(Cl)Cl. The product is ClCc1cnn(Cc2ccccc2)c1-c1ccccc1. RXN SMILES: [CH2:5]([c:6]1[cH:7][cH:8][cH:9][cH:10][cH:11]1)[n:12]1[n:13][cH:14][c:15]([CH2:23][OH:24])[c:16]1-[c:17]1[cH:18][cH:19][cH:20][cH:21][cH:22]1.[CH3:25][c:26]1[cH:27][cH:28][cH:29][cH:30][cH:31]1.[S:1]([Cl:2])([Cl:3])=[O:4]>>[Cl:3][CH2:23][c:15]1[cH:14][n:13][n:12]([CH2:5][c:6]2[cH:7][cH:8][cH:9][cH:10][cH:11]2)[c:16]1-[c:17]1[cH:18][cH:19][cH:20][cH:21][cH:22]1.